From a dataset of the Open Reaction Database (ORD), a public repository of structured organic reaction records. describe an organic reaction: reactants, conditions, products, and yield The reactants are BrC=1C(=C(C(=NC1)OC)F)C(O)C1CCCC1 ((5-bromo-3-fluoro-2-methoxypyridin-4-yl)(cyclopentyl)methanol), CC(=O)OI1(C=2C=CC=CC2C(=O)O1)(OC(=O)C)OC(=O)C (Dess-Martin reagent). The solvent is C(C)#N (acetonitrile). Conditions: time 3 hour. Product: BrC=1C(=C(C(=NC1)OC)F)C(=O)C1CCCC1 ((5-bromo-3-fluoro-2-methoxypyridin-4-yl)(cyclopentyl)methanone). The yield is 103.0%. Reaction SMILES: [Br:1][C:2]1[C:3]([CH:11]([CH:13]2[CH2:17][CH2:16][CH2:15][CH2:14]2)[OH:12])=[C:4]([F:10])[C:5]([O:8][CH3:9])=[N:6][CH:7]=1.CC(OI1(OC(C)=O)(OC(C)=O)OC(=O)C2C=CC=CC1=2)=O>C(#N)C>[Br:1][C:2]1[C:3]([C:11]([CH:13]2[CH2:17][CH2:16][CH2:15][CH2:14]2)=[O:12])=[C:4]([F:10])[C:5]([O:8][CH3:9])=[N:6][CH:7]=1. Procedure details: To a solution of (5-bromo-3-fluoro-2-methoxypyridin-4-yl)(cyclopentyl)methanol (430 mg) in acetonitrile (10 mL) was added Dess-Martin reagent (720 mg) at room temperature, and the mixture was stirred for 3 hr, and the reaction mixture was concentrated under reduced pressure. The residue was purified by silica gel column chromatography (basic silica gel, ethyl acetate/hexane) to give the title compound (440 mg). Starting materials: [Al+3], [H-], [H-], [H-], [H-], [Li+], COC(=O)c1cccc(C2OCCO2)c1, C1CCOC1, O. Product: OCc1cccc(C2OCCO2)c1. As a reaction SMILES: [Al+3:17].[H-:16].[H-:19].[H-:20].[H-:21].[Li+:18].[O:1]1[CH:2]([c:6]2[cH:7][c:8]([C:9](=[O:10])[O:11][CH3:12])[cH:13][cH:14][cH:15]2)[O:3][CH2:4][CH2:5]1.[O:23]1[CH2:24][CH2:25][CH2:26][CH2:27]1.[OH2:22]>>[O:1]1[CH:2]([c:6]2[cH:7][c:8]([CH2:9][OH:10])[cH:13][cH:14][cH:15]2)[O:3][CH2:4][CH2:5]1.